Dataset: the Open Reaction Database (ORD), a public repository of structured organic reaction records. Task: describe an organic reaction: reactants, conditions, products, and yield The reactants are C1(=CC=CC=C1)C1=NC=C(C=C1)B1OC(C(O1)(C)C)(C)C (2-phenyl-5-(4,4,5,5-tetramethyl-1,3,2-dioxaborolan-2-yl)pyridine), [O-]P(=O)([O-])[O-].[K+].[K+].[K+] (K3PO4), C(Cl)Cl (CH2Cl2), ClC1=NC=2N(C(=C1)N(COCC[Si](C)(C)C)COCC[Si](C)(C)C)N=CC2I (5-chloro-3-iodo-N,N-bis((2-(trimethylsilyl)ethoxy)methyl)pyrazolo[1,5-a]pyrimidin-7-amine). The reagents and catalysts are C1=CC=C(C=C1)P([C-]2C=CC=C2)C3=CC=CC=C3.C1=CC=C(C=C1)P([C-]2C=CC=C2)C3=CC=CC=C3.Cl[Pd]Cl.[Fe+2] (PdCl2(dppf)). Run in O (H2O), O1CCOCC1 (dioxane), O (H2O). Conditions: temperature 70 celsius, time 8 hour. The product is ClC1=NC=2N(C(=C1)N(COCC[Si](C)(C)C)COCC[Si](C)(C)C)N=CC2C=2C=NC(=CC2)C2=CC=CC=C2 (5-chloro-3-(6-phenylpyridin-3-yl)-N,N-bis((2-(trimethylsilyl)ethoxy)methyl)pyrazolo[1,5-a]pyrimidin-7-amine). As a reaction SMILES: [C:1]1([C:7]2[CH:12]=[CH:11][C:10](B3OC(C)(C)C(C)(C)O3)=[CH:9][N:8]=2)[CH:6]=[CH:5][CH:4]=[CH:3][CH:2]=1.[O-]P([O-])([O-])=O.[K+].[K+].[K+].C(Cl)Cl.[Cl:33][C:34]1[CH:39]=[C:38]([N:40]([CH2:49][O:50][CH2:51][CH2:52][Si:53]([CH3:56])([CH3:55])[CH3:54])[CH2:41][O:42][CH2:43][CH2:44][Si:45]([CH3:48])([CH3:47])[CH3:46])[N:37]2[N:57]=[CH:58][C:59](I)=[C:36]2[N:35]=1>O1CCOCC1.O.C1C=CC(P(C2C=CC=CC=2)[C-]2C=CC=C2)=CC=1.C1C=CC(P(C2C=CC=CC=2)[C-]2C=CC=C2)=CC=1.Cl[Pd]Cl.[Fe+2]>[Cl:33][C:34]1[CH:39]=[C:38]([N:40]([CH2:49][O:50][CH2:51][CH2:52][Si:53]([CH3:56])([CH3:55])[CH3:54])[CH2:41][O:42][CH2:43][CH2:44][Si:45]([CH3:48])([CH3:46])[CH3:47])[N:37]2[N:57]=[CH:58][C:59]([C:10]3[CH:9]=[N:8][C:7]([C:1]4[CH:2]=[CH:3][CH:4]=[CH:5][CH:6]=4)=[CH:12][CH:11]=3)=[C:36]2[N:35]=1 |f:1.2.3.4,9.10.11.12|. Procedure: Substrate 2-phenyl-5-(4,4,5,5-tetramethyl-1,3,2-dioxaborolan-2-yl)pyridine (2.38 mmol, 675 mg), K3PO4 (5.96 mmol, 1264 mg), and PdCl2(dppf).CH2Cl2 (0.20 mmol, 162 mg) were added to a solution of 5-chloro-3-iodo-N,N-bis((2-(trimethylsilyl)ethoxy)methyl)pyrazolo[1,5-a]pyrimidin-7-amine (1.98 mmol, 1101 mg) in dioxane (18 mL) and H2O (3 mL). The resulting solution was stirred at 70° C. under argon overnight. The mixture was diluted with H2O and then extracted with ethyl acetate (×2). The combined o... The reactants are ClCCl, O=C(O)C(F)(F)F, CC(C)(C)OC(=O)C=Cc1ccc(C(=C2CCOCC2)c2ccc(O)cc2)cc1. Yields the product O=C(O)C=Cc1ccc(C(=C2CCOCC2)c2ccc(O)cc2)cc1. Reaction SMILES: [Cl:30][CH2:31][Cl:32].[F:33][C:34]([F:35])([F:36])[C:37]([OH:38])=[O:39].[OH:1][c:2]1[cH:3][cH:4][c:5]([C:8]([c:9]2[cH:10][cH:11][c:12]([CH:15]=[CH:16][C:17](=[O:18])[O:19][C:20]([CH3:21])([CH3:22])[CH3:23])[cH:13][cH:14]2)=[C:24]2[CH2:25][CH2:26][O:27][CH2:28][CH2:29]2)[cH:6][cH:7]1>>[OH:1][c:2]1[cH:3][cH:4][c:5]([C:8]([c:9]2[cH:10][cH:11][c:12]([CH:15]=[CH:16][C:17](=[O:18])[OH:19])[cH:13][cH:14]2)=[C:24]2[CH2:25][CH2:26][O:27][CH2:28][CH2:29]2)[cH:6][cH:7]1. Reactants: Intermediate 12, C(C1=CC=CC=C1)N1CC=2N=C(N=C(C2CC1)Cl)C(F)(F)F (7-benzyl-4-chloro-2-(trifluoromethyl)-5,6,7,8-tetrahydropyrido[3,4-d]pyrimidine), Intermediate 11, O1C(CCCC1)N1N=CC=C1B1OC(C)(C)C(C)(C)O1 (1-(tetrahydropyran-2-yl)-1 h-pyrazole-5-boronic acid pinacol ester), C1(=CC=CC=C1)B(O)O (phenylboronic acid). Yields the product C(C1=CC=CC=C1)N1CC=2N=C(N=C(C2CC1)C1=CC=NN1C1OCCCC1)C(F)(F)F (7-benzyl-4-(1-(tetrahydro-2H-pyran-2-yl)-1H-pyrazol-5-yl)-2-(trifluoromethyl)-5,6,7,8-tetrahydropyrido[3,4-d]pyrimidine). Reaction SMILES: [CH2:1]([N:8]1[CH2:17][CH2:16][C:15]2[C:14](Cl)=[N:13][C:12]([C:19]([F:22])([F:21])[F:20])=[N:11][C:10]=2[CH2:9]1)[C:2]1[CH:7]=[CH:6][CH:5]=[CH:4][CH:3]=1.[O:23]1[CH2:28][CH2:27][CH2:26][CH2:25][CH:24]1[N:29]1[C:33](B2OC(C)(C)C(C)(C)O2)=[CH:32][CH:31]=[N:30]1.C1(B(O)O)C=CC=CC=1>>[CH2:1]([N:8]1[CH2:17][CH2:16][C:15]2[C:14]([C:33]3[N:29]([CH:24]4[CH2:25][CH2:26][CH2:27][CH2:28][O:23]4)[N:30]=[CH:31][CH:32]=3)=[N:13][C:12]([C:19]([F:22])([F:21])[F:20])=[N:11][C:10]=2[CH2:9]1)[C:2]1[CH:7]=[CH:6][CH:5]=[CH:4][CH:3]=1. Procedure details: The title compound was prepared in a manner analogous to Intermediate 12 substituting 7-benzyl-4-chloro-2-(trifluoromethyl)-5,6,7,8-tetrahydropyrido[3,4-d]pyrimidine for Intermediate 11 and 1-(tetrahydropyran-2-yl)-1 h-pyrazole-5-boronic acid pinacol ester for phenylboronic acid. MS (ESI): mass calcd. for C23H24F3N5O, 443.2. m/z found, 444.2 [M+H]+. Starting materials: S1C=CC=C1 (thiophene), stannic chloride, Cl (hydrochloric acid), 10.2, ClC(C)C1=CC=C(C(=O)Cl)C=C1 (p-(1-chloroethyl)benzoyl chloride). Solvent: C(Cl)Cl (methylene chloride), C(Cl)Cl (methylene chloride). Product: S1C(=CC=C1)C(=O)C1=CC=C(C=C1)C(C)Cl (p-(1-chloroethyl)phenyl 2-thienyl ketone). As a reaction SMILES: [S:1]1[CH:5]=[CH:4][CH:3]=[CH:2]1.[Cl:6][CH:7]([C:9]1[CH:17]=[CH:16][C:12]([C:13](Cl)=[O:14])=[CH:11][CH:10]=1)[CH3:8].Cl>C(Cl)Cl>[S:1]1[CH:5]=[CH:4][CH:3]=[C:2]1[C:13]([C:12]1[CH:16]=[CH:17][C:9]([CH:7]([Cl:6])[CH3:8])=[CH:10][CH:11]=1)=[O:14]. Reported procedure: To a stirred and cooled (0° C) mixture of 4.2 parts of thiophene, 13 parts of stannic chloride and 40 parts of methylene chloride is added dropwise a solution of 10.2 parts of p-(1-chloroethyl)benzoyl chloride in 20 parts of methylene chloride (exothermic reaction with gaseous hydrogen chloride evolution). After stirring for 2h. 30 the reaction mixture is poured onto a mixture of crushed ice and hydrochloric acid solution. The product is extracted with methylene chloride. The organic layer is se... Reactants: COc1ccc2c(c1)CCC2CC(=O)Sc1ccccn1, O=C(CCC1=CCCCC1)Sc1ccccn1. Product: COc1ccc2c(c1)CCC2CC(=O)C1CCCC1. RXN SMILES: [n:1]1[cH:2][cH:3][cH:4][cH:5][c:6]1[S:7][C:8]([CH2:9][CH:10]1[CH2:11][CH2:12][c:13]2[cH:14][c:15]([O:19][CH3:20])[cH:16][cH:17][c:18]21)=[O:21].[n:22]1[cH:23][cH:24][cH:25][cH:26][c:27]1[S:28][C:29](=[O:30])[CH2:31][CH2:33][C:32]1=[CH:38][CH2:34][CH2:35][CH2:36][CH2:37]1>>[C:8]([CH2:9][CH:10]1[CH2:11][CH2:12][c:13]2[cH:14][c:15]([O:19][CH3:20])[cH:16][cH:17][c:18]21)(=[O:21])[CH:34]1[CH2:32][CH2:37][CH2:36][CH2:35]1. Reactants: C(C1=CC=CC=C1)OC1=C2N(C(=NC1O)CC1=C(C=CC=C1)C1=C(C=CC=C1)Cl)CCN(C2=O)C(C)C (9-Benzyloxy-6-(2′-chloro-biphenyl-2-ylmethyl)-8-hydroxy-2-isopropyl-3,4-dihydro-2H,8H-pyrazino[1,2-c]pyrimidin-1-one), C1(=C(C=CC=C1)CC1=NC(C(=C2N1CCN(C2=O)C)O)=O)C2=CC=CC=C2 (6-biphenyl-2-ylmethyl-9-hydroxy-2-methyl-3,4-dihydro-2H-pyrazino[1,2-c]pyrimidine-1,8-dione). Yields the product ClC1=C(C=CC=C1)C1=C(C=CC=C1)CC1=NC(C(=C2N1CCN(C2=O)C(C)C)O)=O (6-(2′-Chloro-biphenyl-2-ylmethyl)-9-hydroxy-2-isopropyl-3,4-dihydro-2H-pyrazino[1,2-c]pyrimidine-1,8-dione). The yield is 37.0%. Reaction SMILES: C([O:8][C:9]1[CH:14]([OH:15])[N:13]=[C:12]([CH2:16][C:17]2[CH:22]=[CH:21][CH:20]=[CH:19][C:18]=2[C:23]2[CH:28]=[CH:27][CH:26]=[CH:25][C:24]=2[Cl:29])[N:11]2[CH2:30][CH2:31][N:32]([CH:35]([CH3:37])[CH3:36])[C:33](=[O:34])[C:10]=12)C1C=CC=CC=1.C1(C2C=CC=CC=2)C=CC=CC=1CC1N2CCN(C)C(=O)C2=C(O)C(=O)N=1>>[Cl:29][C:24]1[CH:25]=[CH:26][CH:27]=[CH:28][C:23]=1[C:18]1[CH:19]=[CH:20][CH:21]=[CH:22][C:17]=1[CH2:16][C:12]1[N:11]2[CH2:30][CH2:31][N:32]([CH:35]([CH3:37])[CH3:36])[C:33](=[O:34])[C:10]2=[C:9]([OH:8])[C:14](=[O:15])[N:13]=1. Procedure: 6-(2′-Chloro-biphenyl-2-ylmethyl)-9-hydroxy-2-isopropyl-3,4-dihydro-2H-pyrazino[1,2-c]pyrimidine-1,8-dione (12-04) (107 mg, 37.07%) was synthesized as an off-white solid from 9-benzyloxy-6-(2′-chloro-biphenyl-2-ylmethyl)-8-hydroxy-2-isopropyl-3,4-dihydro-2H,8H-pyrazino[1,2-c]pyrimidin-1-one (11-04) (350 mg, 0.682 mmol) following the procedure as described for 6-biphenyl-2-ylmethyl-9-hydroxy-2-methyl-3,4-dihydro-2H-pyrazino[1,2-c]pyrimidine-1,8-dione (12-01). Starting materials: COC=1C=C(C=CC1OC=1C(=C2CC(NC2=CC1)=O)[N+](=O)[O-])CC(=O)OC (methyl 2-(3-methoxy-4-(4-nitro-2-oxoindolin-5-yloxy)phenyl)acetate), P(=O)(Br)(Br)Br (phosphoryl tribromide), N1C=NC=C1 (imidazole). Solvent: ClCCCl (DCE). Reaction conditions: temperature 90 celsius. Product: BrC=1NC2=CC=C(C(=C2C1)[N+](=O)[O-])OC1=C(C=C(C=C1)CC(=O)OC)OC (Methyl 2-(4-(2-bromo-4-nitro-1H-indol-5-yloxy)-3-methoxyphenyl)acetate). RXN SMILES: [CH3:1][O:2][C:3]1[CH:4]=[C:5]([CH2:23][C:24]([O:26][CH3:27])=[O:25])[CH:6]=[CH:7][C:8]=1[O:9][C:10]1[C:11]([N+:20]([O-:22])=[O:21])=[C:12]2[C:16](=[CH:17][CH:18]=1)[NH:15][C:14](=O)[CH2:13]2.P(Br)(Br)([Br:30])=O.N1C=CN=C1>ClCCCl>[Br:30][C:14]1[NH:15][C:16]2[C:12]([CH:13]=1)=[C:11]([N+:20]([O-:22])=[O:21])[C:10]([O:9][C:8]1[CH:7]=[CH:6][C:5]([CH2:23][C:24]([O:26][CH3:27])=[O:25])=[CH:4][C:3]=1[O:2][CH3:1])=[CH:18][CH:17]=2. Procedure: To a solution of methyl 2-(3-methoxy-4-(4-nitro-2-oxoindolin-5-yloxy)phenyl)acetate (0.177 g, 0.476 mmol) in DCE (10 mL), phosphoryl tribromide (0.273 g, 0.952 mmol) was added dropwise at room temperature. The mixture was heated at 90° C. for 1 h, and then imidazole (0.049 g, 0.714 mmol) was added and heated for another 2 h. The reaction was quenched with ice, adjusted PH to 8 and diluted with ethyl acetate. The organic layer was washed with saturated brine, dried over Na2SO4, filtered, and conc... Reactants: C1CCOC1, [Li]CCCC, CC(=O)c1ccc2c(c1)C(C)(C)CC(C)(C)O2, CCCCCC, CC(C)NC(C)C, CC(C)[N-]C(C)C, [Li+]. Product: C#Cc1ccc2c(c1)C(C)(C)CC(C)(C)O2. RXN SMILES: [CH2:38]1[O:39][CH2:40][CH2:41][CH2:42]1.[CH2:8]([Li:9])[CH2:10][CH2:11][CH3:12].[CH3:13][C:14]1([CH3:29])[O:15][c:16]2[cH:17][cH:18][c:19]([C:26]([CH3:27])=[O:28])[cH:20][c:21]2[C:22]([CH3:24])([CH3:25])[CH2:23]1.[CH3:43][CH2:44][CH2:45][CH2:46][CH2:47][CH3:48].[CH:1]([NH:2][CH:3]([CH3:4])[CH3:5])([CH3:6])[CH3:7].[CH:30]([N-:31][CH:32]([CH3:33])[CH3:34])([CH3:35])[CH3:36].[Li+:37]>>[CH3:13][C:14]1([CH3:29])[O:15][c:16]2[cH:17][cH:18][c:19]([C:26]#[CH:27])[cH:20][c:21]2[C:22]([CH3:24])([CH3:25])[CH2:23]1. Reactants: C(OC)(OC\C=C\C1=CC=CC=C1)=O (Methyl (2E)-3-phenylprop-2-en-1-yl carbonate), C1(=CC=CC=C1)[C@H](C)N(P1OC2=C(C3=C(O1)C=CC=1C=CC=CC13)C1=CC=CC=C1C=C2)[C@@H](C)C2=CC=CC=C2 (N,N-bis[(1S)-1-phenylethyl]dinaphtho[1,2-f:2′,1′-d][1,3,2]dioxaphosphepin-4-amine), C1(=CC=C(C=C1)S(=O)(=O)O)C (p-toluenesulfonic acid), CCO (EtOH). Reagents/catalysts: C1/C=C\CC/C=C\C1.C1/C=C\CC/C=C\C1.[Cl-].[Cl-].[Ir].[Ir] (chloro(1,5-cyclooctadiene)iridium(I) dimer). The solvent is C1CCOC1 (THF), C1CCOC1 (THF). Reaction conditions: time 3 hour. Product: C(C(C)C)N[C@@H](C=C)C1=CC=CC=C1 ((1S)-N-isobutyl-1-phenylprop-2-en-1-amine). As a reaction SMILES: C(=O)(O[CH2:5]/[CH:6]=[CH:7]/[C:8]1[CH:13]=[CH:12][CH:11]=[CH:10][CH:9]=1)OC.[C:15]1([C@@H:21]([N:23]([C@H](C2C=CC=CC=2)C)P2OC3C=CC4C=CC=CC=4C=3C3C4C(C=CC=3O2)=CC=CC=4)C)[CH:20]=CC=C[CH:16]=1.CCO.C1(C)C=CC(S(O)(=O)=O)=CC=1>C1COCC1.C1CC=CCCC=C1.C1CC=CCCC=C1.[Cl-].[Cl-].[Ir].[Ir]>[CH2:21]([NH:23][C@H:7]([C:8]1[CH:13]=[CH:12][CH:11]=[CH:10][CH:9]=1)[CH:6]=[CH2:5])[CH:15]([CH3:20])[CH3:16] |f:5.6.7.8.9.10|. Procedure: To a solution of Methyl (2E)-3-phenylprop-2-en-1-yl carbonate (1.5 g) in THF (25 ml), was added N,N-bis[(1S)-1-phenylethyl]dinaphtho[1,2-f:2′,1′-d][1,3,2]dioxaphosphepin-4-amine (420 mg), and chloro(1,5-cyclooctadiene)iridium(I) dimer (105 mg) at RT under N2. The mixture was heated at reflux overnight. Evaporated material then redissoled in a 50:50 mixture of EtOH:THF. To this solution was added macro porous p-toluenesulfonic acid resin (10 g) and the mixture was gently agitated for 3 h. At this...